Dataset: the Open Reaction Database (ORD), a public repository of structured organic reaction records. Task: describe an organic reaction: reactants, conditions, products, and yield Reactants: C(C)(C)(C)OC(=O)N[C@@H](CC1=CC=CC=C1)C1=C(N=CO1)C(=O)OC (Methyl (S)-5-[1-(tert-butoxycarbonylamino)2-phenylethyl]oxazole-4-carboxylate), FC(C(=O)O)(F)F (trifluoroacetic acid), C(C)OCC (diethyl ether). Run at time 1 hour. The product is FC(C(=O)O)(F)F.N[C@@H](CC1=CC=CC=C1)C1=C(N=CO1)C(=O)OC (Methyl (S)-5-(1-amino-2-phenylethyl)oxazole-4-carboxylate trifluoroacetate). As a reaction SMILES: C(OC([NH:8][C@H:9]([C:17]1[O:21][CH:20]=[N:19][C:18]=1[C:22]([O:24][CH3:25])=[O:23])[CH2:10][C:11]1[CH:16]=[CH:15][CH:14]=[CH:13][CH:12]=1)=O)(C)(C)C.C(OCC)C.[F:31][C:32]([F:37])([F:36])[C:33]([OH:35])=[O:34]>>[F:31][C:32]([F:37])([F:36])[C:33]([OH:35])=[O:34].[NH2:8][C@H:9]([C:17]1[O:21][CH:20]=[N:19][C:18]=1[C:22]([O:24][CH3:25])=[O:23])[CH2:10][C:11]1[CH:12]=[CH:13][CH:14]=[CH:15][CH:16]=1 |f:3.4|. Procedure details: Methyl (S)-5-[1-(tert-butoxycarbonylamino)2-phenylethyl]oxazole-4-carboxylate, (Tett. Lett., 1982, 23, 235; 417 mg) was dissolved in trifluoroacetic acid (3 ml) and stood at ambient temperature for 1 hour and concentrated to give an oil. Trituration with diethyl ether gave the title compound as a white solid. (281 mg). The reactants are B, CSC, O=C(O)CCCCCc1ccc([N+](=O)[O-])cc1, C1CCOC1, O. Product: O=[N+]([O-])c1ccc(CCCCCCO)cc1. RXN SMILES: [BH3:21].[CH3:18][S:19][CH3:20].[N+:1](=[O:2])([O-:3])[c:4]1[cH:5][cH:6][c:7]([CH2:10][CH2:11][CH2:12][CH2:13][CH2:14][C:15](=[O:16])[OH:17])[cH:8][cH:9]1.[O:23]1[CH2:24][CH2:25][CH2:26][CH2:27]1.[OH2:22]>>[N+:1](=[O:2])([O-:3])[c:4]1[cH:5][cH:6][c:7]([CH2:10][CH2:11][CH2:12][CH2:13][CH2:14][CH2:15][OH:16])[cH:8][cH:9]1. As a reaction SMILES: [Br:1][C:2]1[CH:3]=[CH:4][C:5]([CH3:11])=[C:6]([CH:10]=1)[C:7]([OH:9])=[O:8].Br[C:13]1C(C)=C(C=CC=1)C(O)=O.CI.C(=O)([O-])[O-].[K+].[K+]>CN(C=O)C>[CH3:13][O:8][C:7](=[O:9])[C:6]1[CH:10]=[C:2]([Br:1])[CH:3]=[CH:4][C:5]=1[CH3:11] |f:3.4.5|. The yield is 29.0%. The product is COC(C1=C(C=CC(=C1)Br)C)=O (5-Bromo-2-methyl-benzoic acid methyl ester), solid. Conditions: time 2 hour. Solvent: CN(C)C=O (N,N′-dimethylformamide). Reactants: BrC=1C=CC(=C(C(=O)O)C1)C (5-bromo-2-methyl benzoic acid), BrC=1C(=C(C(=O)O)C=CC1)C (3-bromo-2-methyl benzoic acid), CI (Methyl iodide), C([O-])([O-])=O.[K+].[K+] (potassium carbonate). Procedure details: A 60:40 mixture of 5-bromo-2-methyl benzoic acid and 3-bromo-2-methyl benzoic acid (8.0 g, 0.037 mol) was dissolved in N,N′-dimethylformamide (130 mL). Methyl iodide (2.28 mL, 2.3 mol) and potassium carbonate (5.11 g, 0.037 mol) were added in sequence at room temperature. The mixture was stirred at room temperature for 2 hours at which point the reaction was determined to be complete by HPLC. The solvent was removed under high vacuum and the resulting residue was passed through a silica gel colu... The reactants are C(C)(C)(C)OC(=O)N([C@H]1[C@H](CCCC1)N(C)C(=O)OC(C)(C)C)C (cis-N1,N2-Bis(tert-butoxycarbonyl)-N1,N2-dimethyl-1,2-cyclohexanediamine), Cl (hydrochloric acid). Solvent: C(C)O (ethanol). Conditions: time 30 minute. The product is Cl.CN[C@H]1[C@H](CCCC1)NC (cis-N1,N2-Dimethyl-1,2-cyclohexanediamine hydrochloride). As a reaction SMILES: C(O[C:6]([N:8](C)[C@@H:9]1[CH2:14][CH2:13][CH2:12][CH2:11][C@@H:10]1[N:15](C(OC(C)(C)C)=O)[CH3:16])=O)(C)(C)C.[ClH:25]>C(O)C>[ClH:25].[CH3:6][NH:8][C@@H:9]1[CH2:14][CH2:13][CH2:12][CH2:11][C@@H:10]1[NH:15][CH3:16] |f:3.4|. Procedure: cis-N1,N2-Bis(tert-butoxycarbonyl)-N1,N2-dimethyl-1,2-cyclohexanediamine (2.15 g) was dissolved in a saturated ethanol solution of hydrochloric acid, and the solution was stirred at room temperature for 30 minutes. The solvent was distilled off under reduced pressure, ethyl acetate was added to the residue, and solids were collected by filtration to obtain the title compound (1.19 g) as a pale yellow solid.